From a dataset of the Open Reaction Database (ORD), a public repository of structured organic reaction records. describe an organic reaction: reactants, conditions, products, and yield Isolated yield 46.2%. Solvent: saturated solution, C(=O)(O)[O-].[Na+] (NaHCO3), CN(C)C=O (DMF). Run at temperature 65 celsius, time 15 hour. Reaction SMILES: [CH2:1]([N:4]1[C:9](=[O:10])[C:8]([Br:11])=[N:7][NH:6][C:5]1=[O:12])[CH:2]=[CH2:3].[C:13]([NH:16][C:17]1[CH:18]=[C:19](B(O)O)[CH:20]=[CH:21][CH:22]=1)(=[O:15])[CH3:14].N1C=CC=CC=1>CN(C=O)C.C([O-])(O)=O.[Na+].C([O-])(=O)C.[Cu+2].C([O-])(=O)C>[CH2:1]([N:4]1[C:9](=[O:10])[C:8]([Br:11])=[N:7][N:6]([C:21]2[CH:22]=[C:17]([NH:16][C:13](=[O:15])[CH3:14])[CH:18]=[CH:19][CH:20]=2)[C:5]1=[O:12])[CH:2]=[CH2:3] |f:4.5,6.7.8|. Procedure details: According to Scheme 3 Step 2: A mixture of compound 6(A) (1.10 g, 4.74 mmol), 3-acetamidophenylboronic acid (1.20 g, 6.64 mmol), copper acetate (258 mg, 1.42 mmol) and pyridine (229 μL, 2.84 mmol) in DMF (30 mL) was stirred at 65° C. during 15 h under room atmosphere. The mixture was diluted with 50 mL of a saturated solution of NaHCO3 and the aqueous layer was extracted twice with 60 mL of DCM. The organic layers were combined dried over MgSO4, filtered filtrated and concentrated under reduce p... The reactants are C(C=C)N1C(NN=C(C1=O)Br)=O (4-allyl-6-bromo-1,2,4-triazine-3,5(2H,4H)-dione), C(C)(=O)NC=1C=C(C=CC1)B(O)O (3-acetamidophenylboronic acid), N1=CC=CC=C1 (pyridine). Product: C(C=C)N1C(N(N=C(C1=O)Br)C=1C=C(C=CC1)NC(C)=O)=O (N-(3-(4-allyl-6-bromo-3,5-dioxo-4,5-dihydro-1,2,4-triazin-2(3H)-yl)phenyl)acetamide). The reagents and catalysts are C(C)(=O)[O-].[Cu+2].C(C)(=O)[O-] (copper acetate).